This data is from the Open Reaction Database (ORD), a public repository of structured organic reaction records. The task is: describe an organic reaction: reactants, conditions, products, and yield Starting materials: Cc1cc(C)[nH]n1, [K+], [OH-], O=[N+]([O-])O, O=S(=O)(O)O. Product: Cc1n[nH]c(C)c1[N+](=O)[O-]. RXN SMILES: [CH3:1][c:2]1[n:3][nH:4][c:5]([CH3:7])[cH:6]1.[K+:9].[OH-:8].[OH:10][N+:11]([O-:12])=[O:13].[S:14](=[O:15])(=[O:16])([OH:17])[OH:18]>>[CH3:1][c:2]1[n:3][nH:4][c:5]([CH3:7])[c:6]1[N+:11](=[O:10])[O-:12]. Starting materials: Br, CCOC(=O)C(C)(C)CCC=Cc1ccccc1Cl, CC(=O)O. Yields the product CCOC(=O)C(C)(C)CCCC(Br)c1ccccc1Cl. As a reaction SMILES: [BrH:20].[CH2:1]([CH3:2])[O:3][C:4]([C:5]([CH2:6][CH2:7][CH:8]=[CH:9][c:10]1[c:11]([Cl:16])[cH:12][cH:13][cH:14][cH:15]1)([CH3:17])[CH3:18])=[O:19].[CH3:21][C:22](=[O:23])[OH:24]>>[CH2:1]([CH3:2])[O:3][C:4]([C:5]([CH2:6][CH2:7][CH2:8][CH:9]([c:10]1[c:11]([Cl:16])[cH:12][cH:13][cH:14][cH:15]1)[Br:20])([CH3:17])[CH3:18])=[O:19].